This data is from the Open Reaction Database (ORD), a public repository of structured organic reaction records. The task is: describe an organic reaction: reactants, conditions, products, and yield Starting materials: Cl.FC(C1=C(C(C2=CC=C(C=C2)Cl)OC2CNC2)C=CC(=C1)F)(F)F (3-[2-(trifluoromethyl)-4-fluoro-4′-chlorobenzhydryloxy]azetidine hydrochloride), C(C)(C)(C)N=C=O (tert-butyl isocyanate), C([O-])([O-])=O (carbonate), compound ( 10 ). Product: FC(C1=C(C(C2=CC=C(C=C2)Cl)OC2CN(C2)C(=O)NC(C)(C)C)C=CC(=C1)F)(F)F (3-[2-(trifluoromethyl)-4-fluoro-4′-chlorobenzhydryloxy]-N-(tert-butyl)azetidine-1-carboxamide). Reaction SMILES: Cl.[F:2][C:3]([F:25])([F:24])[C:4]1[CH:22]=[C:21]([F:23])[CH:20]=[CH:19][C:5]=1[CH:6]([O:14][CH:15]1[CH2:18][NH:17][CH2:16]1)[C:7]1[CH:12]=[CH:11][C:10]([Cl:13])=[CH:9][CH:8]=1.[C:26]([N:30]=[C:31]=[O:32])([CH3:29])([CH3:28])[CH3:27].C(=O)([O-])[O-]>>[F:25][C:3]([F:2])([F:24])[C:4]1[CH:22]=[C:21]([F:23])[CH:20]=[CH:19][C:5]=1[CH:6]([O:14][CH:15]1[CH2:18][N:17]([C:31]([NH:30][C:26]([CH3:29])([CH3:28])[CH3:27])=[O:32])[CH2:16]1)[C:7]1[CH:12]=[CH:11][C:10]([Cl:13])=[CH:9][CH:8]=1 |f:0.1|. Reported procedure: This material was prepared from 3-[2-(trifluoromethyl)-4-fluoro-4′-chlorobenzhydryloxy]azetidine hydrochloride (125) (0.25 mmol), tert-butyl isocyanate (0.25 mmol) and MP-carbonate (2.62 mmol/g, 0.76 mmol) using the procedure described for compound (10) (72.4 mg, 63%). The reactants are OCCCCCCCCNC(=O)C=1C=C(C=CC1)S(=O)(=O)C=1C=C2C(=C(C=NC2=C(C1)C)C(=O)N)NC1=CC(=CC=C1)OC (6-[[3-[(8-Hydroxyoctyl)carbamoyl]phenyl]sulfonyl]-4-[(3-methoxyphenyl)amino]-8-methylquinoline-3-carboxamide), NC1=CC=C(C=C1)C1=CC=C(C=C1)CO ((4′-amino-[1,1′-biphenyl]-4-yl)methanol), C38H33N4O6S. Yields the product OCC1=CC=C(C=C1)C1=CC=C(C=C1)NC(=O)C=1C=C(C=CC1)S(=O)(=O)C=1C=C2C(=C(C=NC2=C(C1)C)C(=O)N)NC1=CC(=CC=C1)OC (6-((3-((4′-(hydroxymethyl)-[1,1′-biphenyl]-4-yl)carbamoyl)phenyl)sulfonyl)-4-((3-methoxyphenyl)amino)-8-methylquinoline-3-carboxamide). As a reaction SMILES: OCCCCCCCCN[C:11]([C:13]1[CH:14]=[C:15]([S:19]([C:22]2[CH:23]=[C:24]3[C:29](=[C:30]([CH3:32])[CH:31]=2)[N:28]=[CH:27][C:26]([C:33]([NH2:35])=[O:34])=[C:25]3[NH:36][C:37]2[CH:42]=[CH:41][CH:40]=[C:39]([O:43][CH3:44])[CH:38]=2)(=[O:21])=[O:20])[CH:16]=[CH:17][CH:18]=1)=[O:12].[NH2:45][C:46]1[CH:51]=[CH:50][C:49]([C:52]2[CH:57]=[CH:56][C:55]([CH2:58][OH:59])=[CH:54][CH:53]=2)=[CH:48][CH:47]=1>>[OH:59][CH2:58][C:55]1[CH:56]=[CH:57][C:52]([C:49]2[CH:48]=[CH:47][C:46]([NH:45][C:11]([C:13]3[CH:14]=[C:15]([S:19]([C:22]4[CH:23]=[C:24]5[C:29](=[C:30]([CH3:32])[CH:31]=4)[N:28]=[CH:27][C:26]([C:33]([NH2:35])=[O:34])=[C:25]5[NH:36][C:37]4[CH:42]=[CH:41][CH:40]=[C:39]([O:43][CH3:44])[CH:38]=4)(=[O:20])=[O:21])[CH:16]=[CH:17][CH:18]=3)=[O:12])=[CH:51][CH:50]=2)=[CH:53][CH:54]=1. Procedure: The title compound was synthesized in a manner analogous to that described for Intermediate 70, using (4′-amino-[1,1′-biphenyl]-4-yl)methanol in place of 8-aminooctanol. ES/MS calcd. for C38H33N4O6S+ 673.2. Found m/z=673.2 (M+H)+. Reactants: CC1C(C(=O)NOCc2ccccc2)NCCN1S(C)(=O)=O, COc1ccc(S(=O)(=O)Cl)cc1, COc1ccccc1, Cl, C1COCCO1, O=S(=O)(Cl)Cl, c1ccncc1. Yields the product COc1ccc(S(=O)(=O)N2CCN(S(C)(=O)=O)C(C)C2C(=O)NOCc2ccccc2)cc1. Reaction SMILES: [CH2:14]([c:15]1[cH:16][cH:17][cH:18][cH:19][cH:20]1)[O:21][NH:22][C:23](=[O:24])[CH:25]1[NH:26][CH2:27][CH2:28][N:29]([S:32](=[O:33])(=[O:34])[CH3:35])[CH:30]1[CH3:31].[CH3:1][O:2][c:3]1[cH:4][cH:5][c:6]([S:9](=[O:10])(=[O:11])[Cl:12])[cH:7][cH:8]1.[CH3:41][O:42][c:43]1[cH:44][cH:45][cH:46][cH:47][cH:48]1.[ClH:13].[O:49]1[CH2:50][CH2:51][O:52][CH2:53][CH2:54]1.[S:36]([Cl:37])([Cl:38])(=[O:39])=[O:40].[cH:55]1[cH:56][cH:57][n:58][cH:59][cH:60]1>>[CH3:1][O:2][c:3]1[cH:4][cH:5][c:6]([S:9](=[O:10])(=[O:11])[N:26]2[CH:25]([C:23]([NH:22][O:21][CH2:14][c:15]3[cH:16][cH:17][cH:18][cH:19][cH:20]3)=[O:24])[CH:30]([CH3:31])[N:29]([S:32](=[O:33])(=[O:34])[CH3:35])[CH2:28][CH2:27]2)[cH:7][cH:8]1. Reactants: C(C1=CC=CC=C1)OC1=CC=C(CCl)C=C1 (4-benzyloxybenzyl chloride), resultant mixture, O (water), [C-]#N.[Na+] (sodium cyanide). Reagents/catalysts: [Cl-].C(C)[N+](CC1=CC=CC=C1)(CC)CC (triethylbenzylammonium chloride). Run in C1=CC=CC=C1 (benzene). Yields the product C(C1=CC=CC=C1)OC1=CC=C(C=C1)CC#N (4-benzyloxyphenylacetonitrile). Yield: 95.7%. Reaction SMILES: O.[C-:2]#[N:3].[Na+].[CH2:5]([O:12][C:13]1[CH:20]=[CH:19][C:16]([CH2:17]Cl)=[CH:15][CH:14]=1)[C:6]1[CH:11]=[CH:10][CH:9]=[CH:8][CH:7]=1>[Cl-].C([N+](CC)(CC)CC1C=CC=CC=1)C.C1C=CC=CC=1>[CH2:5]([O:12][C:13]1[CH:20]=[CH:19][C:16]([CH2:17][C:2]#[N:3])=[CH:15][CH:14]=1)[C:6]1[CH:11]=[CH:10][CH:9]=[CH:8][CH:7]=1 |f:1.2,4.5|. Procedure: In a 100 ml four-necked flask, there were placed 3.2 g of water, 1.23 g (0.025 mole) of sodium cyanide and 0.16 g of triethylbenzylammonium chloride, and a solution prepared by dissolving 5.3 g (0.023 mole) of 4-benzyloxybenzyl chloride in 6 g of benzene was further added thereto under stirring. Then, the resultant mixture was heated at a temperature of 80° C. for 5 hours under stirring to permit a reaction. After completion of the reaction, the formed organic layer is washed with water and drie...